Dataset: the Open Reaction Database (ORD), a public repository of structured organic reaction records. Task: describe an organic reaction: reactants, conditions, products, and yield The reactants are CC(C)OC(C)C, CC(C)(C)OC(=O)C=Cc1ccnc(-c2nc(=O)c3ccccc3s2)c1, O=C(O)C(F)(F)F. Yields the product O=C(O)C=Cc1ccnc(-c2nc(=O)c3ccccc3s2)c1. As a reaction SMILES: [CH:27]([O:28][CH:29]([CH3:30])[CH3:31])([CH3:32])[CH3:33].[O:1]=[c:2]1[n:3][c:4](-[c:12]2[n:13][cH:14][cH:15][c:16]([CH:18]=[CH:19][C:20](=[O:21])[O:22][C:23]([CH3:24])([CH3:25])[CH3:26])[cH:17]2)[s:5][c:6]2[c:7]1[cH:8][cH:9][cH:10][cH:11]2.[OH:34][C:35]([C:36]([F:37])([F:38])[F:39])=[O:40]>>[O:1]=[c:2]1[n:3][c:4](-[c:12]2[n:13][cH:14][cH:15][c:16]([CH:18]=[CH:19][C:20](=[O:21])[OH:22])[cH:17]2)[s:5][c:6]2[c:7]1[cH:8][cH:9][cH:10][cH:11]2. Reactants: FC1(OC2=C(O1)C=C(C(=C2)C2C(N(C1=CC=CC=C21)CC=2OC(=CC2)C(F)(F)F)=O)O)F (3-(2,2-difluoro-6-hydroxy-1,3-benzodioxol-5-yl)-1-{[5-(trifluoromethyl)furan-2-yl]methyl}-1,3-dihydro-2H-indol-2-one), C1(=CC=CC=C1)C(N1C(C(C2=CC=CC=C12)C1=C(C=C(C(=C1)C)OC)O)=O)C1=CC=CC=C1 (1-(diphenylmethyl)-3-(2-hydroxy-4-methoxy-5-methylphenyl)-1,3-dihydro-2H-indol-2-one). The product is FC1(OC2=C(O1)C=C1C(=C2)C2(C(N(C3=CC=CC=C23)CC=2OC(=CC2)C(F)(F)F)=O)CO1)F (2,2-difluoro-1′-{[5-(trifluoromethyl)furan-2-yl]methyl}spiro[furo[2,3-f][1,3]benzodioxole-7,3′-indol]-2′(1′H)-one). As a reaction SMILES: [F:1][C:2]1([F:32])[O:6][C:5]2[CH:7]=[C:8]([OH:31])[C:9]([CH:11]3[C:19]4[C:14](=[CH:15][CH:16]=[CH:17][CH:18]=4)[N:13]([CH2:20][C:21]4[O:22][C:23]([C:26]([F:29])([F:28])[F:27])=[CH:24][CH:25]=4)[C:12]3=[O:30])=[CH:10][C:4]=2[O:3]1.[C:33]1(C(C2C=CC=CC=2)N2C3C(=CC=CC=3)C(C3C=C(C)C(OC)=CC=3O)C2=O)C=CC=CC=1>>[F:32][C:2]1([F:1])[O:6][C:5]2[CH:7]=[C:8]3[O:31][CH2:33][C:11]4([C:19]5[C:14](=[CH:15][CH:16]=[CH:17][CH:18]=5)[N:13]([CH2:20][C:21]5[O:22][C:23]([C:26]([F:28])([F:29])[F:27])=[CH:24][CH:25]=5)[C:12]4=[O:30])[C:9]3=[CH:10][C:4]=2[O:3]1. Procedure: Following the procedure as described in EXAMPLE 2 and making non-critical variations using 3-(2,2-difluoro-6-hydroxy-1,3-benzodioxol-5-yl)-1-{[5-(trifluoromethyl)furan-2-yl]methyl}-1,3-dihydro-2H-indol-2-one to replace 1-(diphenylmethyl)-3-(2-hydroxy-4-methoxy-5-methylphenyl)-1,3-dihydro-2H-indol-2-one, 2,2-difluoro-1′-{[5-(trifluoromethyl)furan-2-yl]methyl}spiro[furo[2,3-f][1,3]benzodioxole-7,3′-indol]-2′(1′H)-one was obtained (55%) as an off-white solid: mp 59-60° C. (recrystallized from the m... The product is C1(CCCCC1)P(C1=C(C=CC=C1)C1=C(C=CC=C1OC)OC)C1CCCCC1 (2-dicyclohexylphosphino-2′,6′-dimethoxy-1,1′-biphenyl), [Pd] (Pd). Solvent: C1(=CC=CC=C1)C (toluene), C1(=CC=CC=C1)C (Toluene). Procedure: A solution of the catalyst was prepared as follows: An oven-dried Wheaton vial equipped with a magnetic stir bar was charged with Pd(OAc)2 (5.60 mg, 0.025 mmol, 1.0 eq.) and 2-dicyclohexylphosphino-2′,6′-dimethoxy-1,1′-biphenyl (4d) (20.5 mg, 0.050 mmol, 2.0 eq.). Toluene (3.00 mL) was added and the vial was sealed with a PTFE-lined plastic cap. The resulting mixture was stirred at 23° C. for 45 min. resulting in a yellow Pd/4d catalyst solution (0.00833 N Pd in toluene). Starting materials: PTFE, CC(=O)[O-].CC(=O)[O-].[Pd+2] (Pd(OAc)2), C1(CCCCC1)P(C1=C(C=CC=C1)C1=C(C=CC=C1OC)OC)C1CCCCC1 (2-dicyclohexylphosphino-2′,6′-dimethoxy-1,1′-biphenyl). Conditions: temperature 23 celsius, time 45 minute. As a reaction SMILES: CC([O-])=O.CC([O-])=O.[Pd+2:9].[CH:10]1([P:16]([CH:33]2[CH2:38][CH2:37][CH2:36][CH2:35][CH2:34]2)[C:17]2[CH:22]=[CH:21][CH:20]=[CH:19][C:18]=2[C:23]2[C:28]([O:29][CH3:30])=[CH:27][CH:26]=[CH:25][C:24]=2[O:31][CH3:32])[CH2:15][CH2:14][CH2:13][CH2:12][CH2:11]1>C1(C)C=CC=CC=1>[CH:33]1([P:16]([CH:10]2[CH2:11][CH2:12][CH2:13][CH2:14][CH2:15]2)[C:17]2[CH:22]=[CH:21][CH:20]=[CH:19][C:18]=2[C:23]2[C:28]([O:29][CH3:30])=[CH:27][CH:26]=[CH:25][C:24]=2[O:31][CH3:32])[CH2:38][CH2:37][CH2:36][CH2:35][CH2:34]1.[Pd:9] |f:0.1.2|.